Dataset: the Open Reaction Database (ORD), a public repository of structured organic reaction records. Task: describe an organic reaction: reactants, conditions, products, and yield The reactants are ClC1=CC=C(OC=2C=C(C(C(=O)O)=CC2)C(=O)O)C=C1 (4-(4-Chloro-phenoxy)-phthalic acid), C(CCC)OC(CN)=O (glycine n-butyl ester). Conditions: temperature 250 celsius. Yields the product C(CCC)OC(CN1C(C2=CC=C(C=C2C1=O)OC1=CC=C(C=C1)Cl)=O)=O ([5-(4-Chloro-phenoxy)-1,3-dioxo-1,3-dihydro-isoindol-2-yl]-acetic acid butyl ester). Isolated yield 65.8%. RXN SMILES: [Cl:1][C:2]1[CH:20]=[CH:19][C:5]([O:6][C:7]2[CH:8]=[C:9]([C:16]([OH:18])=O)[C:10](=[CH:14][CH:15]=2)[C:11]([OH:13])=O)=[CH:4][CH:3]=1.[CH2:21]([O:25][C:26](=[O:29])[CH2:27][NH2:28])[CH2:22][CH2:23][CH3:24]>>[CH2:21]([O:25][C:26](=[O:29])[CH2:27][N:28]1[C:16](=[O:18])[C:9]2[C:10](=[CH:14][CH:15]=[C:7]([O:6][C:5]3[CH:4]=[CH:3][C:2]([Cl:1])=[CH:20][CH:19]=3)[CH:8]=2)[C:11]1=[O:13])[CH2:22][CH2:23][CH3:24]. Procedure: A mixture of 500 mg 4-(4-Chloro-phenoxy)-phthalic acid and glycine n-butyl ester (286 mg) was heated at 250° C. for 5 min. The reaction mixture was purified by chromatography with dichloromethane as eluent to give 436 mg the title compound. 1H NMR (200 MHz, DMSO) δ 7.48 (d, J=8.6 Hz, 1H), 7.59 (d, J=9.0 Hz, 2H), 7.46 (m, 2H), 7.29 (d, J=9.0 Hz, 2H), 4.46 (s, 2H), 4.16 (t, J=6.2 Hz, 2H), 1.61 (m, 2H), 1.38 (m, 2H), 0.92 (t, J=7.0 Hz, 3H). The reactants are ClC1=CC=C(C=C1)CC(=O)O (4-chlorophenylacetic acid), CO (methanol), S(O)(O)(=O)=O (sulfuric acid), C([O-])(O)=O.[Na+] (sodium bicarbonate). Solvent: ClCCCl (1,2-dichloroethane). Yields the product ClC1=CC=C(C=C1)CC(=O)OC (methyl (4-chlorophenyl)acetate). The yield is 94.0%. RXN SMILES: [Cl:1][C:2]1[CH:7]=[CH:6][C:5]([CH2:8][C:9]([OH:11])=[O:10])=[CH:4][CH:3]=1.CO.S(=O)(=O)(O)O.[C:19](=O)(O)[O-].[Na+]>ClCCCl>[Cl:1][C:2]1[CH:3]=[CH:4][C:5]([CH2:8][C:9]([O:11][CH3:19])=[O:10])=[CH:6][CH:7]=1 |f:3.4|. Reported procedure: To a solution of 100 g (0.59 mole) of 4-chlorophenylacetic acid in 165 ml of 1,2-dichloroethane and 96 ml (2.4 moles) of methanol was added 2.75 ml of concentrated sulfuric acid, and the mixture was refluxed for 6 hours. It was then cooled, poured into an aqueous sodium bicarbonate solution and stirred. The organic layer was separated, dried over anhydrous sodium sulfate, filtered, and the filtrate was evaporated to dryness to give 102 g (94% yield) of methyl (4-chlorophenyl)acetate.